This data is from the Open Reaction Database (ORD), a public repository of structured organic reaction records. The task is: describe an organic reaction: reactants, conditions, products, and yield The reactants are O (water), C(=O)(OC)C1NC2C(N(C2O1)C(C(=O)OCC1=CC=CC=C1)=C(C)C)=O (benzyl α-(3ξ-carbomethoxy-7-oxo-4-oxa-2,6-diazabicyclo[3.2.0]heptan-6-yl)-α-isopropylideneacetate), N1=CC=CC=C1 (pyridine), ClC(=O)OCC1=CC=CC=C1 (benzyl chloroformate). Solvent: C(C)(=O)OCC (ethyl acetate), O1CCCC1 (tetrahydrofuran). Run at time 90 minute. Yields the product C(=O)(OC)C1N(C2C(N(C2O1)C(C(=O)OCC1=CC=CC=C1)=C(C)C)=O)C(=O)OCC1=CC=CC=C1 (benzyl α-(3ξ-carbomethoxy-2-carbobenzoxy-7-oxo-4-oxa-2,6-diazabicyclo[3.2.0]heptan-6-yl)-α-isopropylideneacetate). The yield is 61.9%. RXN SMILES: [C:1]([CH:5]1[O:11][CH:10]2[CH:7]([C:8](=[O:26])[N:9]2[C:12](=[C:23]([CH3:25])[CH3:24])[C:13]([O:15][CH2:16][C:17]2[CH:22]=[CH:21][CH:20]=[CH:19][CH:18]=2)=[O:14])[NH:6]1)([O:3][CH3:4])=[O:2].N1C=CC=CC=1.Cl[C:34]([O:36][CH2:37][C:38]1[CH:43]=[CH:42][CH:41]=[CH:40][CH:39]=1)=[O:35].O>O1CCCC1.C(OCC)(=O)C>[C:1]([CH:5]1[O:11][CH:10]2[CH:7]([C:8](=[O:26])[N:9]2[C:12](=[C:23]([CH3:24])[CH3:25])[C:13]([O:15][CH2:16][C:17]2[CH:18]=[CH:19][CH:20]=[CH:21][CH:22]=2)=[O:14])[N:6]1[C:34]([O:36][CH2:37][C:38]1[CH:43]=[CH:42][CH:41]=[CH:40][CH:39]=1)=[O:35])([O:3][CH3:4])=[O:2]. Procedure details: To a solution of 360 mg of benzyl α-(3ξ-carbomethoxy-7-oxo-4-oxa-2,6-diazabicyclo[3.2.0]heptan-6-yl)-α-isopropylideneacetate in 5 ml of tetrahydrofuran are added 0.1 ml of pyridine and then 255 mg of benzyl chloroformate under ice-cooling, and the mixture stirred for 90 minutes, and then mixed with water and ethyl acetate. The organic layer is separated, washed with water, dried and concentrated to yield the residue, which is chromatographed on silica gel containing 10% water to yield 306 mg of ... The reactants are OC1=CC(=NN1)C(=O)OCC (ethyl 5-hydroxy-1H-pyrazole-3-carboxylate), C([O-])([O-])=O.[K+].[K+] (potassium carbonate), ClC1C(CCCC1)=O (2-chlorocyclohexanone). Solvent: C(C)#N (acetonitrile). Product: C(C)OC(=O)C1=NNC(=C1)OC1C(CCCC1)=O (ethyl-5-[(2-oxocyclohexyl)oxy]-1H-pyrazole-3-carboxylate). Yield: 48.8%. Reaction SMILES: [OH:1][C:2]1[NH:6][N:5]=[C:4]([C:7]([O:9][CH2:10][CH3:11])=[O:8])[CH:3]=1.C(=O)([O-])[O-].[K+].[K+].Cl[CH:19]1[CH2:24][CH2:23][CH2:22][CH2:21][C:20]1=[O:25]>C(#N)C>[CH2:10]([O:9][C:7]([C:4]1[CH:3]=[C:2]([O:1][CH:19]2[CH2:24][CH2:23][CH2:22][CH2:21][C:20]2=[O:25])[NH:6][N:5]=1)=[O:8])[CH3:11] |f:1.2.3|. Reported procedure: To the stirred suspension of ethyl 5-hydroxy-1H-pyrazole-3-carboxylate (6.25 g, 40 mmol) and 22.1 g of potassium carbonate in 500 ml of acetonitrile was added 6.35 g of 2-chlorocyclohexanone, and refluxed for 16 hours. The reaction mixture was allowed to cool to room temperature, then filtered, the solid was washed with acetonitrile. The filtrate was concentrated to an oil. The residue was dissolved in ethyl acetate and extracted with water. The organic phase was dried over MgSO4 and evaporated ...